From a dataset of the Open Reaction Database (ORD), a public repository of structured organic reaction records. describe an organic reaction: reactants, conditions, products, and yield The reactants are O=Cc1ccc(Br)cc1, O=C([O-])[O-], CN(C)C=O, [K+], [K+], O, SCCc1ccccc1. Yields the product O=Cc1ccc(SCCc2ccccc2)cc1. RXN SMILES: [Br:10][c:11]1[cH:12][cH:13][c:14]([CH:15]=[O:16])[cH:17][cH:18]1.[C:19](=[O:20])([O-:21])[O-:22].[CH3:25][N:26]([CH3:27])[CH:28]=[O:29].[K+:23].[K+:24].[OH2:30].[c:1]1([CH2:7][CH2:8][SH:9])[cH:2][cH:3][cH:4][cH:5][cH:6]1>>[c:1]1([CH2:7][CH2:8][S:9][c:11]2[cH:12][cH:13][c:14]([CH:15]=[O:16])[cH:17][cH:18]2)[cH:2][cH:3][cH:4][cH:5][cH:6]1. Reactants: N(N)C1=CC=C(OCC(=O)O)C=C1 (4-Hydrazinophenoxyacetic acid), C(C)(=O)N1C(N(C2C1N(C(N2C(C)=O)=O)C(C)=O)C(C)=O)=O (1,3,4,6-tetraacetyltetrahydroimidazo[4,5-d]imidazole-2,5-(1H,3H)-dione), C(C)(=O)O (acetic acid). Solvent: C(C)#N (acetonitrile), C(C)O (ethanol). Product: C(C)(=O)NNC1=CC=C(OCC(=O)O)C=C1 (4-(2-Acetylhydrazino)phenoxyacetic acid). Isolated yield 122.4%. As a reaction SMILES: [NH:1]([C:3]1[CH:13]=[CH:12][C:6]([O:7][CH2:8][C:9]([OH:11])=[O:10])=[CH:5][CH:4]=1)[NH2:2].[C:14](N1C2N(C(=O)C)C(=O)N(C(=O)C)C2N(C(=O)C)C1=O)(=[O:16])[CH3:15].C(O)(=O)C>C(#N)C.C(O)C>[C:14]([NH:2][NH:1][C:3]1[CH:4]=[CH:5][C:6]([O:7][CH2:8][C:9]([OH:11])=[O:10])=[CH:12][CH:13]=1)(=[O:16])[CH3:15]. Procedure details: 4-Hydrazinophenoxyacetic acid 0.1H2O (10.0 g) and 1,3,4,6-tetraacetyltetrahydroimidazo[4,5-d]imidazole-2,5-(1H,3H)-dione (7.8 g) were suspended in dry acetonitrile (200 ml) containing acetic acid (1 ml). The mixture was heated under reflux for 3 hours, cooled to room temperature, and filtered. The precipitate was washed well with acetonitrile; the washings were combined with the filtrate, and this solution was evaporated to give a dark oil. The residue was taken up in hot ethanol (25 ml) and the... Reactants: C1CCOC1, COc1cccc(CBr)c1, O=Cc1nccn1Cc1cc(Cl)cc(Cl)c1, I, [Mg], O. Product: COc1cccc(CC(O)c2nccn2Cc2cc(Cl)cc(Cl)c2)c1. Reaction SMILES: [CH2:29]1[O:30][CH2:31][CH2:32][CH2:33]1.[CH3:1][O:2][c:3]1[cH:4][c:5]([CH2:6][Br:7])[cH:8][cH:9][cH:10]1.[Cl:13][c:14]1[cH:15][c:16]([CH2:17][n:18]2[c:19]([CH:23]=[O:24])[n:20][cH:21][cH:22]2)[cH:25][c:26]([Cl:28])[cH:27]1.[I:12].[Mg:11].[OH2:34]>>[CH3:1][O:2][c:3]1[cH:4][c:5]([CH2:6][CH:23]([c:19]2[n:18]([CH2:17][c:16]3[cH:15][c:14]([Cl:13])[cH:27][c:26]([Cl:28])[cH:25]3)[cH:22][cH:21][n:20]2)[OH:24])[cH:8][cH:9][cH:10]1.